Task: describe an organic reaction: reactants, conditions, products, and yield. Dataset: the Open Reaction Database (ORD), a public repository of structured organic reaction records Yields the product CC(C)(C)OC(=O)N1CCN(c2ccc(Nc3ncc([N+](=O)[O-])c(NC4CCCC4)n3)cc2)CC1. Reactants: CC(C)(C)OC(=O)N1CCN(c2ccc(N)cc2)CC1, C1CCOC1, CN(C)c1ccccc1, CC(C)O, CC(=O)O, O=[N+]([O-])c1cnc(Cl)nc1NC1CCCC1, O. Reaction SMILES: [C:26]([CH3:27])([CH3:28])([CH3:29])[O:30][C:31](=[O:32])[N:33]1[CH2:34][CH2:35][N:36]([c:39]2[cH:40][cH:41][c:42]([NH2:45])[cH:43][cH:44]2)[CH2:37][CH2:38]1.[CH2:46]1[O:47][CH2:48][CH2:49][CH2:50]1.[CH3:17][N:18]([c:19]1[cH:20][cH:21][cH:22][cH:23][cH:24]1)[CH3:25].[CH3:51][CH:52]([OH:53])[CH3:54].[CH3:55][C:56](=[O:57])[OH:58].[Cl:1][c:2]1[n:3][cH:4][c:5]([N+:14](=[O:15])[O-:16])[c:6]([NH:8][CH:9]2[CH2:10][CH2:11][CH2:12][CH2:13]2)[n:7]1.[OH2:59]>>[c:2]1([NH:45][c:42]2[cH:41][cH:40][c:39]([N:36]3[CH2:35][CH2:34][N:33]([C:31]([O:30][C:26]([CH3:27])([CH3:28])[CH3:29])=[O:32])[CH2:38][CH2:37]3)[cH:44][cH:43]2)[n:3][cH:4][c:5]([N+:14](=[O:15])[O-:16])[c:6]([NH:8][CH:9]2[CH2:10][CH2:11][CH2:12][CH2:13]2)[n:7]1. The reactants are O=C([O-])[O-], COCCCl, [I-], [K+], [K+], [K+], CN(C)C=O, O=Cc1cccc(O)c1O. The product is COCCOc1c(O)cccc1C=O. RXN SMILES: [C:18](=[O:19])([O-:20])[O-:21].[CH3:1][O:2][CH2:3][CH2:4][Cl:5].[I-:17].[K+:16].[K+:22].[K+:23].[O:24]=[CH:25][N:26]([CH3:27])[CH3:28].[OH:6][c:7]1[c:8]([CH:9]=[O:10])[cH:11][cH:12][cH:13][c:14]1[OH:15]>>[CH3:1][O:2][CH2:3][CH2:4][O:6][c:7]1[c:8]([CH:9]=[O:10])[cH:11][cH:12][cH:13][c:14]1[OH:15]. The reactants are CCOCC, ClCCl, CC(C)(C)OC(=O)NC(CCc1ccccc1)C(=O)C[N+](=O)[O-], Cc1ccc(S(=O)(=O)O)cc1. Yields the product NC(CCc1ccccc1)C(=O)C[N+](=O)[O-], Cc1ccc(S(=O)(=O)O)cc1. RXN SMILES: [CH2:35]([O:36][CH2:37][CH3:38])[CH3:39].[Cl:40][CH2:41][Cl:42].[N+:12](=[O:13])([O-:14])[CH2:15][C:16]([CH:17]([CH2:18][CH2:19][c:20]1[cH:21][cH:22][cH:23][cH:24][cH:25]1)[NH:26][C:27](=[O:28])[O:29][C:30]([CH3:31])([CH3:32])[CH3:33])=[O:34].[c:1]1([CH3:11])[cH:2][cH:3][c:4]([S:7](=[O:8])(=[O:9])[OH:10])[cH:5][cH:6]1>>[N+:12](=[O:13])([O-:14])[CH2:15][C:16]([CH:17]([CH2:18][CH2:19][c:20]1[cH:21][cH:22][cH:23][cH:24][cH:25]1)[NH2:26])=[O:34].[c:1]1([CH3:11])[cH:2][cH:3][c:4]([S:7](=[O:8])(=[O:9])[OH:10])[cH:5][cH:6]1. The reactants are [C@@H]([C@H](C(=O)[O-])O)(C(=O)[O-])O.[Na+].[K+] (Rochelle salt), [H-].C(C(C)C)[Al+]CC(C)C (Diisobutylaluminum hydride), CON(C(=O)C=1C=NC(=CC1)OCC(F)(F)F)C (N-methoxy-N-methyl-6-(2,2,2-trifluoroethoxy)pyridine-3-carboxamide), CO (Methanol). Run in C1(=CC=CC=C1)C (toluene). Conditions: time 1 hour. The product is FC(COC1=CC=C(C=N1)C=O)(F)F (6-(2,2,2-Trifluoroethoxy)pyridine-3-carbaldehyde). Reaction SMILES: [H-].C([Al+]CC(C)C)C(C)C.CON(C)[C:14]([C:16]1[CH:17]=[N:18][C:19]([O:22][CH2:23][C:24]([F:27])([F:26])[F:25])=[CH:20][CH:21]=1)=[O:15].CO.[C@H](O)(C([O-])=O)[C@@H](O)C([O-])=O.[Na+].[K+]>C1(C)C=CC=CC=1>[F:27][C:24]([F:25])([F:26])[CH2:23][O:22][C:19]1[N:18]=[CH:17][C:16]([CH:14]=[O:15])=[CH:21][CH:20]=1 |f:0.1,4.5.6|. Procedure details: Diisobutylaluminum hydride (toluene solution, 1.01 mol/L, 1.95 mL, 1.97 mmol) was added dropwise to a solution of N-methoxy-N-methyl-6-(2,2,2-trifluoroethoxy)pyridine-3-carboxamide obtained (432 mg, 1.64 mmol) in toluene (11 mL) at −78° C. under a nitrogen atmosphere. The mixture was stirred at the same temperature for 1 hr. Methanol (5 mL) was added dropwise to the reaction mixture, the mixture was warmed to room temperature, and 50% aqueous Rochelle salt solution (10 mL) was added thereto, fol... Reactants: ClC1=C(C=CC=C1)C1=NCC(NC2=C1C=CC=C2)=O (5-(2-chlorophenyl)-3H-1,4-benzodiazepin-2(1H)-one), S(O)(O)(=O)=O (sulfuric acid), N (ammonia), S(O)(O)(=O)=O (sulfuric acid), [N+](=O)([O-])[O-].[K+] (potassium nitrate). Yields the product [N+](=O)([O-])C=1C=CC2=C(C(=NCC(N2)=O)C2=C(C=CC=C2)Cl)C1 (7-nitro-5-(2-chlorophenyl)-3H-1,4-benzodiazepin-2(1H)-one). Reaction SMILES: [Cl:1][C:2]1[CH:7]=[CH:6][CH:5]=[CH:4][C:3]=1[C:8]1[C:14]2[CH:15]=[CH:16][CH:17]=[CH:18][C:13]=2[NH:12][C:11](=[O:19])[CH2:10][N:9]=1.S(=O)(=O)(O)O.[N+:25]([O-])([O-:27])=[O:26].[K+].N>>[N+:25]([C:16]1[CH:17]=[CH:18][C:13]2[NH:12][C:11](=[O:19])[CH2:10][N:9]=[C:8]([C:3]3[CH:4]=[CH:5][CH:6]=[CH:7][C:2]=3[Cl:1])[C:14]=2[CH:15]=1)([O-:27])=[O:26] |f:2.3|. Procedure details: To a solution of 13.5 g. of 5-(2-chlorophenyl)-3H-1,4-benzodiazepin-2(1H)-one in 60 ml. of concentrated sulfuric acid, a solution of 5.5 g. of potassium nitrate in 20 ml. concentrated sulfuric acid is added dropwise. The solution is then heated in a bath at 45-50° for 2 1/2 hours, cooled and poured on ice. After neutralizing with ammonia, the formed precipitate is filtered off and boiled with ethanol. A small amount of white insoluble material is then filtered off. The alcoholic solution on conc... Starting materials: NC1=NC(=CC(=N1)O)C=1OC=CC1 (2-amino-4-hydroxy-6-(2-furyl)pyrimidine), O=P(Cl)(Cl)Cl (POCl3). The product is NC1=NC(=CC(=N1)Cl)C=1OC=CC1 (2-amino-4-chloro-6-(2-furyl)pyrimidine). As a reaction SMILES: [NH2:1][C:2]1[N:7]=[C:6](O)[CH:5]=[C:4]([C:9]2[O:10][CH:11]=[CH:12][CH:13]=2)[N:3]=1.O=P(Cl)(Cl)[Cl:16]>>[NH2:1][C:2]1[N:7]=[C:6]([Cl:16])[CH:5]=[C:4]([C:9]2[O:10][CH:11]=[CH:12][CH:13]=2)[N:3]=1. Reported procedure: A solution of 2-amino-4-hydroxy-6-(2-furyl)pyrimidine (1.40 g, 7.9 mmol) in POCl3 (4 mL) was refluxed under argon for 2 h. The POCl3 was distilled; the residue was diluted with EtOAc and poured over iced saturated NaHCO3. The layers were separated and the aqueous was extracted with EtOAc (100 mL). The combined extracts was washed with saturated NaCl, dried (MgSO4), and the solvent removed at reduced pressure to afford 0.5 g of crude product, which was used without further purification. TLC (20% ... Reaction SMILES: [Br:37][C:38]([Br:39])([Br:40])[Br:41].[C:20]([CH3:21])([CH3:22])([CH3:23])[O:24][C:25](=[O:26])[N:27]1[CH2:28][CH2:29][N:30]([CH2:33][CH2:34][CH2:35][OH:36])[CH2:31][CH2:32]1.[CH2:48]1[O:49][CH2:50][CH2:51][CH2:52]1.[CH3:53][CH2:54][O:55][C:56](=[O:57])[CH3:58].[Na+:42].[Na+:43].[O-:44][C:45](=[O:46])[O-:47].[c:1]1([P:2]([c:3]2[cH:4][cH:5][cH:6][cH:7][cH:8]2)[c:9]2[cH:10][cH:11][cH:12][cH:13][cH:14]2)[cH:15][cH:16][cH:17][cH:18][cH:19]1>>[C:20]([CH3:21])([CH3:22])([CH3:23])[O:24][C:25](=[O:26])[N:27]1[CH2:28][CH2:29][N:30]([CH2:33][CH2:34][CH2:35][Br:37])[CH2:31][CH2:32]1. Yields the product CC(C)(C)OC(=O)N1CCN(CCCBr)CC1. Starting materials: BrC(Br)(Br)Br, CC(C)(C)OC(=O)N1CCN(CCCO)CC1, C1CCOC1, CCOC(C)=O, [Na+], [Na+], O=C([O-])[O-], c1ccc(P(c2ccccc2)c2ccccc2)cc1. Starting materials: C1CCOC1, CO, COC(=O)C=Cc1cc(-c2ccc(OCc3cc(OC)ccc3-c3ccc(Cl)cc3)cc2)n(C2CCCCC2)n1, [Li+], [OH-]. The product is COc1ccc(-c2ccc(Cl)cc2)c(COc2ccc(-c3cc(C=CC(=O)O)nn3C3CCCCC3)cc2)c1. As a reaction SMILES: [CH2:45]1[O:46][CH2:47][CH2:48][CH2:49]1.[CH3:43][OH:44].[Cl:1][c:2]1[cH:3][cH:4][c:5](-[c:8]2[c:9]([CH2:16][O:17][c:18]3[cH:19][cH:20][c:21](-[c:24]4[cH:25][c:26]([CH:35]=[CH:36][C:37](=[O:38])[O:39][CH3:40])[n:27][n:28]4[CH:29]4[CH2:30][CH2:31][CH2:32][CH2:33][CH2:34]4)[cH:22][cH:23]3)[cH:10][c:11]([O:14][CH3:15])[cH:12][cH:13]2)[cH:6][cH:7]1.[Li+:42].[OH-:41]>>[Cl:1][c:2]1[cH:3][cH:4][c:5](-[c:8]2[c:9]([CH2:16][O:17][c:18]3[cH:19][cH:20][c:21](-[c:24]4[cH:25][c:26]([CH:35]=[CH:36][C:37](=[O:38])[OH:39])[n:27][n:28]4[CH:29]4[CH2:30][CH2:31][CH2:32][CH2:33][CH2:34]4)[cH:22][cH:23]3)[cH:10][c:11]([O:14][CH3:15])[cH:12][cH:13]2)[cH:6][cH:7]1. The reactants are C1(CCCCC1)C1=CC=C(C(CCl)=O)C=C1 (4-cyclohexylphenacyl chloride), ClC1=C(C[Mg]Cl)C=CC(=C1)Cl (2,4-dichlorobenzyl magnesium chloride). Solvent: CCOCC (ether), CCOCC (ether). Yields the product [Mg] (magnesium), ClC1=C(CCl)C=CC(=C1)Cl (2,4-dichlorobenzyl chloride). As a reaction SMILES: C1(C2C=CC(C(=O)C[Cl:13])=CC=2)CCCCC1.[Cl:17][C:18]1[CH:26]=[C:25]([Cl:27])[CH:24]=[CH:23][C:19]=1[CH2:20][Mg:21]Cl>CCOCC>[Mg:21].[Cl:17][C:18]1[CH:26]=[C:25]([Cl:27])[CH:24]=[CH:23][C:19]=1[CH2:20][Cl:13]. Reported procedure: A solution of 47.3 g (0.2 mol) of 4-cyclohexylphenacyl chloride in 200 ml of ether is added dropwise to a solution of 0.4 mol of 2,4-dichlorobenzyl magnesium chloride, obtained from 10.6 g (0.44 mol) of magnesium and 78 g (0.4 mol) of 2,4-dichlorobenzyl chloride in 150 ml of ether. The reaction mixture is poured onto aqueous ammonium chloride solution and the ether phase is separated off, washed with water, dried over sodium sulphate and evaporated. 79.5 g (99% of theory) of 2-(4-cyclohexyl)-3-c... Reactants: O=C([O-])O, Cc1nc2ccccn2c1C=COCC[Si](C)(C)C, CC#N, F, [Na+], O. The product is Cc1nc2ccccn2c1CC=O. RXN SMILES: [C:21](=[O:22])([OH:23])[O-:24].[CH3:1][c:2]1[n:3][c:4]2[n:5]([cH:6][cH:7][cH:8][cH:9]2)[c:10]1[CH:11]=[CH:12][O:13][CH2:14][CH2:15][Si:16]([CH3:17])([CH3:18])[CH3:19].[CH3:26][C:27]#[N:28].[FH:20].[Na+:25].[OH2:29]>>[CH3:1][c:2]1[n:3][c:4]2[n:5]([cH:6][cH:7][cH:8][cH:9]2)[c:10]1[CH2:11][CH:12]=[O:13].